Dataset: the Open Reaction Database (ORD), a public repository of structured organic reaction records. Task: describe an organic reaction: reactants, conditions, products, and yield Starting materials: CO\N=C(/C#N)\C1=NC=CN=C1 (Z-α-methoxyiminopyrazineacetonitrile), C(C)(=O)O (acetic acid), OO (hydrogen peroxide). Solvent: O (water). Conditions: temperature 70 celsius. The product is CO\N=C(/C#N)\C1=NC=C[N+](=C1)[O-] (Z-α-methoxyimino-2-pyrazineacetonitrile-4-oxide). RXN SMILES: [CH3:1][O:2]/[N:3]=[C:4](/[C:7]1[CH:12]=[N:11][CH:10]=[CH:9][N:8]=1)\[C:5]#[N:6].C(O)(=[O:15])C.OO>O>[CH3:1][O:2]/[N:3]=[C:4](/[C:7]1[CH:12]=[N+:11]([O-:15])[CH:10]=[CH:9][N:8]=1)\[C:5]#[N:6]. Reported procedure: A mixture of Z-α-methoxyiminopyrazineacetonitrile (4 g), acetic acid (15 ml) and 30% hydrogen peroxide in water (15 ml) was heated at a temperature of 70° C. over one night. The reaction mixture was concentrated and treated with water and chloroform. The chloroform layer was separated and dried over magnesium sulphate. Evaporation of the solvent and successive crystallization of the residue from alcohol afforded Z-α-methoxyimino-2-pyrazineacetonitrile-4-oxide, m.p. 144°-145° C. The reactants are ice, N1=CC=CC=C1 (pyridine), C(CCCC)O (n-pentanol), S(=O)(=O)(C(F)(F)F)OS(=O)(=O)C(F)(F)F (triflic anhydride). Reaction conditions: time 2 hour. Yields the product C(CCCC)OS(=O)(=O)C(F)(F)F (n-Pentyltriflate). RXN SMILES: N1[CH:6]=[CH:5][CH:4]=[CH:3][CH:2]=1.C(O)CCCC.[S:13]([O:20]S(C(F)(F)F)(=O)=O)([C:16]([F:19])([F:18])[F:17])(=[O:15])=[O:14]>>[CH2:2]([O:20][S:13]([C:16]([F:19])([F:18])[F:17])(=[O:15])=[O:14])[CH2:3][CH2:4][CH2:5][CH3:6]. Procedure: To a nitrogen flushed round bottom flask equipped with a stir bar was added pyridine (0.81 mL, 10.0 mmol) and n-pentanol (1.09 mL, 10.0 mmol). The reaction was cooled in an ice bath and triflic anhydride (1.69 mL, 10.0 mmol) was added dropwise. The ice bath was allowed to melt over two hours at which time the entire reaction mixture was filtered over a column of silica gel eluting with dichloromethane. The filtrate was carefully evaporated in vacuo then carried on without further purification(1....